The task is: describe an organic reaction: reactants, conditions, products, and yield. This data is from the Open Reaction Database (ORD), a public repository of structured organic reaction records. Reactants: ClCC(=O)C1=CC(=C(C=C1)Cl)S(N)(=O)=O (2,4'-dichloro-3'-sulfamoylacetophenone), C(C=C)NC(=S)NCC=C (1,3-diallyl-thiourea). Product: Cl.C(C=C)N1C(SCC1(O)C1=CC(=C(C=C1)Cl)S(N)(=O)=O)=NCC=C (3-Allyl-2-allylimino-4-(4-chloro-3-sulfamoylphenyl)-1,3-thiazolidine-4-ol-hydrochloride). Reaction SMILES: [Cl:1][CH2:2][C:3]([C:5]1[CH:10]=[CH:9][C:8]([Cl:11])=[C:7]([S:12](=[O:15])(=[O:14])[NH2:13])[CH:6]=1)=[O:4].[CH2:16]([NH:19][C:20]([NH:22][CH2:23][CH:24]=[CH2:25])=[S:21])[CH:17]=[CH2:18]>>[ClH:1].[CH2:23]([N:22]1[C:3]([C:5]2[CH:10]=[CH:9][C:8]([Cl:11])=[C:7]([S:12](=[O:15])(=[O:14])[NH2:13])[CH:6]=2)([OH:4])[CH2:2][S:21][C:20]1=[N:19][CH2:16][CH:17]=[CH2:18])[CH:24]=[CH2:25] |f:2.3|. Reported procedure: 5.2 g of 2,4'-dichloro-3'-sulfamoylacetophenone and 2.5 g of 1,3-diallyl-thiourea were reacted according to the prescription given in Example 12, the end product was precipitated with diisopropyl ether and the oil obtained was crystallized with diethyl ether/ethyl acetate (1:1). Starting materials: C(C)N1C=CC2=CC=C(C=C12)NC(C1=CN=C(C=C1)N1CCNCC1)=O (N-(1-ethyl-1H-indol-6-yl)-6-piperazin-1-yl-nicotinamide), BrC1=C(C=C(C(=O)O)C=C1)C (4-bromo-3-methyl-benzoic acid), C(C)(C)(C)C=1C=C(C=CC1)NC(=O)C1=CC(=C(C=C1)N1CCN(CC1)C1=CC=C(C(=O)O)C=C1)F (4-{4-[4-(3-tert-butyl-phenylcarbamoyl)-2-fluoro-phenyl]-piperazin-1-yl}-benzoic acid). Product: CC=1C=C(C(=O)O)C=CC1N1CCN(CC1)C1=NC=C(C=C1)C(NC1=CC=C2C=CN(C2=C1)CC)=O (3-methyl-4-{4-[5-(1-ethyl-1H-indol-6-ylcarbamoyl)-pyridin-2-yl]-piperazin-1-yl}-benzoic acid). RXN SMILES: [CH2:1]([N:3]1[C:11]2[C:6](=[CH:7][CH:8]=[C:9]([NH:12][C:13](=[O:26])[C:14]3[CH:19]=[CH:18][C:17]([N:20]4[CH2:25][CH2:24][NH:23][CH2:22][CH2:21]4)=[N:16][CH:15]=3)[CH:10]=2)[CH:5]=[CH:4]1)[CH3:2].Br[C:28]1[CH:36]=[CH:35][C:31]([C:32]([OH:34])=[O:33])=[CH:30][C:29]=1[CH3:37].C(C1C=C(NC(C2C=CC(N3CCN(C4C=CC(C(O)=O)=CC=4)CC3)=C(F)C=2)=O)C=CC=1)(C)(C)C>>[CH3:37][C:29]1[CH:30]=[C:31]([CH:35]=[CH:36][C:28]=1[N:23]1[CH2:24][CH2:25][N:20]([C:17]2[CH:18]=[CH:19][C:14]([C:13](=[O:26])[NH:12][C:9]3[CH:10]=[C:11]4[C:6]([CH:5]=[CH:4][N:3]4[CH2:1][CH3:2])=[CH:7][CH:8]=3)=[CH:15][N:16]=2)[CH2:21][CH2:22]1)[C:32]([OH:34])=[O:33]. Procedure: 3-methyl-4-{4-[5-(1-ethyl-1H-indol-6-ylcarbamoyl)-pyridin-2-yl]-piperazin-1-yl}-benzoic acid was synthesized from N-(1-ethyl-1H-indol-6-yl)-6-piperazin-1-yl-nicotinamide and 4-bromo-3-methyl-benzoic acid in a manner similar to the one described in the synthesis of 4-{4-[4-(3-tert-butyl-phenylcarbamoyl)-2-fluoro-phenyl]-piperazin-1-yl}-benzoic acid above. LCMS calcd for C28H29N5O3 (m/e) 483, obsd 484 (M+H). The reactants are [N+](=O)([O-])C1=CC=C(C=C1)C(C(=O)OCC)CCCCC ((RS)-ethyl 2-(4-nitrophenyl)-heptanoate), [H][H] (hydrogen). The reagents and catalysts are [Pd] (palladium on carbon). Solvent: C(C)O (ethanol). Product: NC1=CC=C(C=C1)C(C(=O)OCC)CCCCC ((RS)-ethyl 2-(4-aminophenyl)-heptanoate). Isolated yield 97.1%. As a reaction SMILES: [N+:1]([C:4]1[CH:9]=[CH:8][C:7]([CH:10]([CH2:16][CH2:17][CH2:18][CH2:19][CH3:20])[C:11]([O:13][CH2:14][CH3:15])=[O:12])=[CH:6][CH:5]=1)([O-])=O.[H][H]>C(O)C.[Pd]>[NH2:1][C:4]1[CH:5]=[CH:6][C:7]([CH:10]([CH2:16][CH2:17][CH2:18][CH2:19][CH3:20])[C:11]([O:13][CH2:14][CH3:15])=[O:12])=[CH:8][CH:9]=1. Reported procedure: 12 g of (RS)-ethyl 2-(4-nitrophenyl)-heptanoate dissolved in 100 ml of ethanol was treated with 2.4 g of 10% palladium on carbon. The mixture was stirred at room temperature for 18 hours under 40 psi of hydrogen. The mixture was filtered on a pad of Celite and concentrated in vacuo. The product was purified by flash chromatography (SiO2, 25% ethyl acetate/hexanes), yielding 10.4 g of a pale yellow oil. 1H NMR (CDCl3): 7.10 (d, J=8.4 Hz, 2H), 6.63 (d, J=8.5 Hz, 2H), 4.20-4.00 (m, 2H), 3.61 (br. s...